From a dataset of the Open Reaction Database (ORD), a public repository of structured organic reaction records. describe an organic reaction: reactants, conditions, products, and yield Reactants: CO, COC(OC)C1=C(C(=O)NCC=Cc2ccccc2)C(c2cccc(Cl)c2)C(C(=O)OCCC#N)=C(C)N1, [K+], [Na+], [OH-], O=S(=O)([O-])O. Product: COC(OC)C1=C(C(=O)NCC=Cc2ccccc2)C(c2cccc(Cl)c2)C(C(=O)O)=C(C)N1. Reaction SMILES: [CH3:47][OH:48].[Cl:1][c:2]1[cH:3][c:4]([CH:8]2[C:9]([C:27]([NH:28][CH2:29][CH:30]=[CH:31][c:32]3[cH:33][cH:34][cH:35][cH:36][cH:37]3)=[O:38])=[C:10]([CH:22]([O:23][CH3:24])[O:25][CH3:26])[NH:11][C:12]([CH3:21])=[C:13]2[C:14](=[O:15])[O:16][CH2:17][CH2:18][C:19]#[N:20])[cH:5][cH:6][cH:7]1.[K+:46].[Na+:40].[OH-:39].[S:41]([O-:42])([OH:43])(=[O:44])=[O:45]>>[Cl:1][c:2]1[cH:3][c:4]([CH:8]2[C:9]([C:27]([NH:28][CH2:29][CH:30]=[CH:31][c:32]3[cH:33][cH:34][cH:35][cH:36][cH:37]3)=[O:38])=[C:10]([CH:22]([O:23][CH3:24])[O:25][CH3:26])[NH:11][C:12]([CH3:21])=[C:13]2[C:14](=[O:15])[OH:16])[cH:5][cH:6][cH:7]1. Starting materials: [BH4-].[Na+] (sodium borohydride), C(C1=CC=C(C=C1)OC)C(N1C(C(C1OC(C)=O)C(C)=O)=O)CC1=CC=C(C=C1)OC (1-(di-p-anisylmethyl)-3-acetyl-4-acetoxy-2-azetidinone). Run in C(C)(C)O (isopropanol), O (water). Conditions: time 0.5 hour. Yields the product C(C1=CC=C(C=C1)OC)C(N1C(C(C1OC(C)=O)C(C)O)=O)CC1=CC=C(C=C1)OC (1-(di-p-anisylmethyl)-3-(1-hydroxyethyl)-4-acetoxy-2-azetidinone). RXN SMILES: [BH4-].[Na+].[CH2:3]([CH:12]([CH2:25][C:26]1[CH:31]=[CH:30][C:29]([O:32][CH3:33])=[CH:28][CH:27]=1)[N:13]1[CH:16]([O:17][C:18](=[O:20])[CH3:19])[CH:15]([C:21](=[O:23])[CH3:22])[C:14]1=[O:24])[C:4]1[CH:9]=[CH:8][C:7]([O:10][CH3:11])=[CH:6][CH:5]=1>C(O)(C)C.O>[CH2:25]([CH:12]([CH2:3][C:4]1[CH:9]=[CH:8][C:7]([O:10][CH3:11])=[CH:6][CH:5]=1)[N:13]1[CH:16]([O:17][C:18](=[O:20])[CH3:19])[CH:15]([CH:21]([OH:23])[CH3:22])[C:14]1=[O:24])[C:26]1[CH:31]=[CH:30][C:29]([O:32][CH3:33])=[CH:28][CH:27]=1 |f:0.1|. Procedure: A mixture of sodium borohydride (38 mg) and 1-(di-p-anisylmethyl)-3-acetyl-4-acetoxy-2-azetidinone (397 mg) in isopropanol (6 ml) was stirred for 0.5 hour at room temperature. The reaction mixture was diluted with water and extracted with ethyl acetate. The extract was washed with water, dried over anhydrous sodium sulfate and evaporated to give 1-(di-p-anisylmethyl)-3-(1-hydroxyethyl)-4-acetoxy-2-azetidinone (the product was a mixture of two stereoisomers (about 1:1) of hydroxyethyl group). Reactants: ClCCl, C1COCCN1, CCN=C=NCCCN(C)C, COc1c(C)c(Cc2ccc(OCc3ccccc3)c(C(=O)O)c2)c(OC)c(OC)c1OC, Cl, O. The product is COc1c(C)c(Cc2ccc(OCc3ccccc3)c(C(=O)N3CCOCC3)c2)c(OC)c(OC)c1OC. RXN SMILES: [CH2:19]([Cl:20])[Cl:21].[CH2:1]1[CH2:2][O:3][CH2:4][CH2:5][NH:6]1.[CH2:8]([N:9]=[C:10]=[N:11][CH2:12][CH2:13][CH2:14][N:15]([CH3:16])[CH3:17])[CH3:18].[CH3:22][O:23][c:24]1[c:25]([CH3:54])[c:26]([CH2:27][c:28]2[cH:29][cH:30][c:31]([O:37][CH2:38][c:39]3[cH:40][cH:41][cH:42][cH:43][cH:44]3)[c:32]([C:33](=[O:34])[OH:35])[cH:36]2)[c:45]([O:52][CH3:53])[c:46]([O:50][CH3:51])[c:47]1[O:48][CH3:49].[ClH:7].[OH2:55]>>[CH2:1]1[CH2:2][O:3][CH2:4][CH2:5][N:6]1[C:33]([c:32]1[c:31]([O:37][CH2:38][c:39]2[cH:40][cH:41][cH:42][cH:43][cH:44]2)[cH:30][cH:29][c:28]([CH2:27][c:26]2[c:25]([CH3:54])[c:24]([O:23][CH3:22])[c:47]([O:48][CH3:49])[c:46]([O:50][CH3:51])[c:45]2[O:52][CH3:53])[cH:36]1)=[O:34]. The reactants are COC(C)(C)C, CO, C[O-], [Cl-], N#Cc1cnccn1, [NH4+], [NH4+], [Na+]. The product is Cl, N=C(N)c1cnccn1. Reaction SMILES: [C:15]([O:16][CH3:17])([CH3:18])([CH3:19])[CH3:20].[CH3:21][OH:22].[CH3:9][O-:10].[Cl-:13].[N:1]#[C:2][c:3]1[cH:4][n:5][cH:6][cH:7][n:8]1.[NH4+:12].[NH4+:14].[Na+:11]>>[ClH:13].[NH:1]=[C:2]([c:3]1[cH:4][n:5][cH:6][cH:7][n:8]1)[NH2:12]. Starting materials: C(#N)C=1C=C(C=CC1C)NC(=O)NCC=1C=C2CN(C(C2=CC1)=O)C1C(NC(CC1)=O)=O (1-(3-cyano-4-methylphenyl)-3-((2-(2,6-dioxopiperidin-3-yl)-1-oxoisoindolin-5-yl)methyl)urea), Cl (HCl), [H][H] (hydrogen). The reagents and catalysts are [Pt]=O (platinum oxide). Solvent: C(C)(C)O (isopropanol), C(C)(=O)O (acetic acid). The product is NCC=1C=C(C=CC1C)NC(=O)NCC=1C=C2CN(C(C2=CC1)=O)C1C(NC(CC1)=O)=O (1-(3-(Aminomethyl)-4-methylphenyl)-3-((2-(2,6-dioxopiperidin-3-yl)-1-oxoisoindolin-5-yl)methyl)urea). RXN SMILES: [C:1]([C:3]1[CH:4]=[C:5]([NH:10][C:11]([NH:13][CH2:14][C:15]2[CH:16]=[C:17]3[C:21](=[CH:22][CH:23]=2)[C:20](=[O:24])[N:19]([CH:25]2[CH2:30][CH2:29][C:28](=[O:31])[NH:27][C:26]2=[O:32])[CH2:18]3)=[O:12])[CH:6]=[CH:7][C:8]=1[CH3:9])#[N:2].Cl.[H][H]>C(O)(C)C.C(O)(=O)C.[Pt]=O>[NH2:2][CH2:1][C:3]1[CH:4]=[C:5]([NH:10][C:11]([NH:13][CH2:14][C:15]2[CH:16]=[C:17]3[C:21](=[CH:22][CH:23]=2)[C:20](=[O:24])[N:19]([CH:25]2[CH2:30][CH2:29][C:28](=[O:31])[NH:27][C:26]2=[O:32])[CH2:18]3)=[O:12])[CH:6]=[CH:7][C:8]=1[CH3:9]. Reported procedure: A mixture of 1-(3-cyano-4-methylphenyl)-3-((2-(2,6-dioxopiperidin-3-yl)-1-oxoisoindolin-5-yl)methyl)urea (0.54 g, 1.0 mmol), platinum oxide (0.1 g), and 5-6M HCl in isopropanol (2 mL) in acetic acid (15 mL) is hydrogenated under 50 psi hydrogen for 48 hrs. The mixture is filtered through Celite, the filtrate is evaporated under vacuum, and the residue is purified by preparative HPLC to provide the product. The reactants are BrC1=C(C=C(C=C1)N\C(=C/C(=O)OCC)\C1=CC=CC=C1)OC (ethyl (2Z)-3-[(4-bromo-3-methoxyphenyl)amino]-3-phenylacrylate). The solvent is C1=CC=C(C=C1)C2=CC=CC=C2.C1=CC=C(C=C1)OC2=CC=CC=C2 (DOWTHERM A), C1=CC=C(C=C1)C2=CC=CC=C2.C1=CC=C(C=C1)OC2=CC=CC=C2 (dowtherm A). Conditions: time 40 minute. Product: BrC=1C=C2C(C=C(NC2=CC1OC)C1=CC=CC=C1)=O (6-bromo-7-methoxy-2-phenylquinolin-4(1H)-one). Yield: 82.8%. Reaction SMILES: [Br:1][C:2]1[CH:7]=[CH:6][C:5]([NH:8]/[C:9](/[C:16]2[CH:21]=[CH:20][CH:19]=[CH:18][CH:17]=2)=[CH:10]\[C:11]([O:13]CC)=O)=[CH:4][C:3]=1[O:22][CH3:23]>C1C=CC(C2C=CC=CC=2)=CC=1.C1C=CC(OC2C=CC=CC=2)=CC=1>[Br:1][C:2]1[CH:7]=[C:6]2[C:5](=[CH:4][C:3]=1[O:22][CH3:23])[NH:8][C:9]([C:16]1[CH:17]=[CH:18][CH:19]=[CH:20][CH:21]=1)=[CH:10][C:11]2=[O:13] |f:1.2|. Procedure details: To refluxing (˜300° C.) dowtherm A (100 ml) (mixture of biphenyl and diphenyl ether) was added ethyl (2Z)-3-[(4-bromo-3-methoxyphenyl)amino]-3-phenylacrylate (6.5 g, 17.27 mmol) in DOWTHERM A (5 mL, washed with 1 mL). Almost immediately, white solid begins to precipitate out of solution. Refluxing was continued for 40 min, and the reaction was cooled to RT and let stand for 1 h. The white solid was then filtered off, and the washed extensively with hexanes to give 6-bromo-7-methoxy-2-phenylquino...